From a dataset of the Open Reaction Database (ORD), a public repository of structured organic reaction records. describe an organic reaction: reactants, conditions, products, and yield Starting materials: CS(=O)(=O)NCCBr, O=C([O-])[O-], CC#N, N#Cc1ccc(CN2CC3CNCC(C2)O3)cc1, Cl, [K+], [K+]. Yields the product CS(=O)(=O)NCCN1CC2CN(Cc3ccc(C#N)cc3)CC(C1)O2. Reaction SMILES: [Br:20][CH2:21][CH2:22][NH:23][S:24](=[O:25])(=[O:26])[CH3:27].[C:28](=[O:29])([O-:30])[O-:31].[CH3:34][C:35]#[N:36].[CH:1]12[CH2:2][N:3]([CH2:10][c:11]3[cH:12][cH:13][c:14]([C:15]#[N:16])[cH:17][cH:18]3)[CH2:4][CH:5]([CH2:6][NH:7][CH2:8]1)[O:9]2.[ClH:19].[K+:32].[K+:33]>>[CH:1]12[CH2:2][N:3]([CH2:10][c:11]3[cH:12][cH:13][c:14]([C:15]#[N:16])[cH:17][cH:18]3)[CH2:4][CH:5]([CH2:6][N:7]([CH2:21][CH2:22][NH:23][S:24](=[O:25])(=[O:26])[CH3:27])[CH2:8]1)[O:9]2. Starting materials: CCOCC, O=C1CCN(C(=O)OCc2ccccc2)CC1, [Li]C, [Cl-], [NH4+], C1CCOC1. Product: CC1(O)CCN(C(=O)OCc2ccccc2)CC1. Reaction SMILES: [CH2:18]([O:19][CH2:20][CH3:21])[CH3:22].[CH2:1]([c:2]1[cH:3][cH:4][cH:5][cH:6][cH:7]1)[O:8][C:9](=[O:10])[N:11]1[CH2:12][CH2:13][C:14](=[O:17])[CH2:15][CH2:16]1.[CH3:23][Li:24].[Cl-:25].[NH4+:26].[O:27]1[CH2:28][CH2:29][CH2:30][CH2:31]1>>[CH2:1]([c:2]1[cH:3][cH:4][cH:5][cH:6][cH:7]1)[O:8][C:9](=[O:10])[N:11]1[CH2:12][CH2:13][C:14]([OH:17])([CH3:18])[CH2:15][CH2:16]1.